From a dataset of the Open Reaction Database (ORD), a public repository of structured organic reaction records. describe an organic reaction: reactants, conditions, products, and yield Reactants: BrC=1C=C2C(=NNC(C2=CC1)=O)Cl (6-bromo-4-chloro-2H-phthalazin-1-one), Cl.S1C(=CC=C1)C1=C(CN)C=CC=C1 (2-thiophen-2-yl-benzylamine hydrochloride), C=1C=CC(=CC1)P(C=2C=CC=CC2)C3=CC=C4C=CC=CC4=C3C5=C6C=CC=CC6=CC=C5P(C=7C=CC=CC7)C=8C=CC=CC8 (rac-BINAP), CC(C)(C)[O-].[Na+] (NaOt-Bu). Reagents/catalysts: C=1C=CC(=CC1)/C=C/C(=O)/C=C/C2=CC=CC=C2.C=1C=CC(=CC1)/C=C/C(=O)/C=C/C2=CC=CC=C2.C=1C=CC(=CC1)/C=C/C(=O)/C=C/C2=CC=CC=C2.[Pd].[Pd] (Pd2(dba)3). Solvent: CC(=O)N(C)C (DMA), CCOC(=O)C (EtOAc). Product: ClC1=NNC(C2=CC=C(C=C12)NCC1=C(C=CC=C1)C=1SC=CC1)=O (4-Chloro-6-(2-thiophen-2-yl-benzylamino)-2H-phthalazin-1-one). RXN SMILES: Br[C:2]1[CH:3]=[C:4]2[C:9](=[CH:10][CH:11]=1)[C:8](=[O:12])[NH:7][N:6]=[C:5]2[Cl:13].Cl.[S:15]1[CH:19]=[CH:18][CH:17]=[C:16]1[C:20]1[CH:27]=[CH:26][CH:25]=[CH:24][C:21]=1[CH2:22][NH2:23].C1C=CC(P(C2C(C3C(P(C4C=CC=CC=4)C4C=CC=CC=4)=CC=C4C=3C=CC=C4)=C3C(C=CC=C3)=CC=2)C2C=CC=CC=2)=CC=1.CC([O-])(C)C.[Na+]>CC(N(C)C)=O.CCOC(C)=O.C1C=CC(/C=C/C(/C=C/C2C=CC=CC=2)=O)=CC=1.C1C=CC(/C=C/C(/C=C/C2C=CC=CC=2)=O)=CC=1.C1C=CC(/C=C/C(/C=C/C2C=CC=CC=2)=O)=CC=1.[Pd].[Pd]>[Cl:13][C:5]1[C:4]2[C:9](=[CH:10][CH:11]=[C:2]([NH:23][CH2:22][C:21]3[CH:24]=[CH:25][CH:26]=[CH:27][C:20]=3[C:16]3[S:15][CH:19]=[CH:18][CH:17]=3)[CH:3]=2)[C:8](=[O:12])[NH:7][N:6]=1 |f:1.2,4.5,8.9.10.11.12|. Procedure details: A mixture 6-bromo-4-chloro-2H-phthalazin-1-one (150 mg, 0.58 mmol), 2-thiophen-2-yl-benzylamine hydrochloride (145 mg, 0.64 mmol), Pd2(dba)3 (53 mg, 0.058 mmol), rac-BINAP (108 mg, 0.17 mmol) and NaOt-Bu (200 mg, 2.1 mmol) in DMA (6 mL) was heated at 80° C. for 1 h. The mixture was allowed to cool, diluted with EtOAc (25 mL) and washed with water (25 mL). The organic layer was dried over anhydrous sodium sulfate and concentrated. Chromatography on silica (EtOAc/hexanes) yielded the title compoun... Starting materials: COC(=O)Cc1ccccc1OCc1ccc(C=Cc2nc(-c3ccccc3)oc2C)cc1, CCO, Cl, [Na+], C1CCOC1, [OH-], O. The product is Cc1oc(-c2ccccc2)nc1C=Cc1ccc(COc2ccccc2CC(=O)O)cc1. RXN SMILES: [CH3:1][c:2]1[c:3]([CH:13]=[CH:14][c:15]2[cH:16][cH:17][c:18]([CH2:19][O:20][c:21]3[c:22]([CH2:27][C:28](=[O:29])[O:30][CH3:31])[cH:23][cH:24][cH:25][cH:26]3)[cH:32][cH:33]2)[n:4][c:5](-[c:7]2[cH:8][cH:9][cH:10][cH:11][cH:12]2)[o:6]1.[CH3:43][CH2:44][OH:45].[ClH:41].[Na+:40].[O:34]1[CH2:35][CH2:36][CH2:37][CH2:38]1.[OH-:39].[OH2:42]>>[CH3:1][c:2]1[c:3]([CH:13]=[CH:14][c:15]2[cH:16][cH:17][c:18]([CH2:19][O:20][c:21]3[c:22]([CH2:27][C:28](=[O:29])[OH:30])[cH:23][cH:24][cH:25][cH:26]3)[cH:32][cH:33]2)[n:4][c:5](-[c:7]2[cH:8][cH:9][cH:10][cH:11][cH:12]2)[o:6]1. Starting materials: BrC=1C=C(C=CC1)CCCNC(C(F)(F)F)=O (N-(3-(3-bromophenyl)propyl)-2,2,2-trifluoroacetamide), C(#C)C1(CCCCC1)O (1-ethynylcyclohexanol). The reagents and catalysts are [Cu]I (CuI), Cl[Pd]([P](C1=CC=CC=C1)(C2=CC=CC=C2)C3=CC=CC=C3)([P](C4=CC=CC=C4)(C5=CC=CC=C5)C6=CC=CC=C6)Cl (PdCl2(PPh3)2). Solvent: C(C)N(CC)CC (triethylamine). Reaction conditions: temperature 70 celsius, time 8 hour. The product is FC(C(=O)NCCCC1=CC(=CC=C1)C#CC1(CCCCC1)O)(F)F (2,2,2-trifluoro-N-(3-(3-((1-hydroxycyclohexyl)ethynyl)phenyl)propyl)acetamide). As a reaction SMILES: Br[C:2]1[CH:3]=[C:4]([CH2:8][CH2:9][CH2:10][NH:11][C:12](=[O:17])[C:13]([F:16])([F:15])[F:14])[CH:5]=[CH:6][CH:7]=1.[C:18]([C:20]1([OH:26])[CH2:25][CH2:24][CH2:23][CH2:22][CH2:21]1)#[CH:19]>C(N(CC)CC)C.[Cu]I.Cl[Pd](Cl)([P](C1C=CC=CC=1)(C1C=CC=CC=1)C1C=CC=CC=1)[P](C1C=CC=CC=1)(C1C=CC=CC=1)C1C=CC=CC=1>[F:14][C:13]([F:16])([F:15])[C:12]([NH:11][CH2:10][CH2:9][CH2:8][C:4]1[CH:5]=[CH:6][CH:7]=[C:2]([C:19]#[C:18][C:20]2([OH:26])[CH2:25][CH2:24][CH2:23][CH2:22][CH2:21]2)[CH:3]=1)=[O:17] |^1:38,57|. Procedure: To a solution of bromide 10 (2.0 g, 6.45 mmol) and 1-ethynylcyclohexanol (1.2 g, 9.67 mmol) in triethylamine (40 mL) was added CuI (0.0246 g, 0.129 mmol). The mixture was degassed with argon for 2-3 min, then PdCl2(PPh3)2 (0.0905 g, 0.129 mmol) was added. The reaction mixture was degassed with argon again then stirred at 70° C. overnight under argon. After cooling to room temperature, the mixture was concentrated under reduced pressure and suspended in EtOAc-hexanes (50%, 50 mL). Solids were rem... Reactants: [BH4-].[Na+] (sodium borohydride), C(#N)C1=CC=C(C=C1)[C@@H]1CC[C@H](CC1)C=O (trans-4-(p-cyanophenyl)cyclohexanecarboxaldehyde), Cl (hydrochloric acid). Solvent: O (water), [OH-].[K+] (potassium hydroxide). Product: C(#N)C1=CC=C(C=C1)[C@@H]1CC[C@H](CC1)CO (trans-4-(p-cyanophenyl)-hydroxymethylcyclohexane). Yield: 75.5%. RXN SMILES: [C:1]([C:3]1[CH:8]=[CH:7][C:6]([C@H:9]2[CH2:14][CH2:13][C@H:12]([CH:15]=[O:16])[CH2:11][CH2:10]2)=[CH:5][CH:4]=1)#[N:2].[BH4-].[Na+].Cl>[OH-].[K+].O>[C:1]([C:3]1[CH:8]=[CH:7][C:6]([C@H:9]2[CH2:14][CH2:13][C@H:12]([CH2:15][OH:16])[CH2:11][CH2:10]2)=[CH:5][CH:4]=1)#[N:2] |f:1.2,4.5|. Reported procedure: 60 g of trans-4-(p-cyanophenyl)cyclohexanecarboxaldehyde were dissolved in 500 ml of 0.1N methanolic potassium hydroxide solution and the solution was treated portionwise within 1 hour at 0° C. with 3.1 g of sodium borohydride. Thereafter, the reaction mixture was diluted with about 200 ml of water and cautiously adjusted to pH 2-3 in an ice-bath with about 40 ml of 25 percent hydrochloric acid. The mixture was extracted with methylene chloride and the organic phase was dried over magnesium sulp... The yield is 75.3%. Procedure: A mixture of 3-acetyl-8-(2,6-dichlorobenzoylamino)quinoline (399 mg), hydroxylamine hydrochloride (232 mg) and sodium bicarbonate (467 mg) in ethanol was refluxed for 5 hours. The mixture was poured into water and extracted with dichloromethane. The organic layer was washed with brine, dried over magnesium sulfate and evaporated in vacuo. The residue was crystallized from ethanol to give 8-(2,6-dichlorobenzoylamino)-3-(1-hydroxyiminoethyl)quinoline (313 mg). The solvent is C(C)O (ethanol). Reaction SMILES: [C:1]([C:4]1[CH:5]=[N:6][C:7]2[C:12]([CH:13]=1)=[CH:11][CH:10]=[CH:9][C:8]=2[NH:14][C:15](=[O:24])[C:16]1[C:21]([Cl:22])=[CH:20][CH:19]=[CH:18][C:17]=1[Cl:23])(=O)[CH3:2].Cl.[NH2:26][OH:27].C(=O)(O)[O-].[Na+].O>C(O)C>[Cl:23][C:17]1[CH:18]=[CH:19][CH:20]=[C:21]([Cl:22])[C:16]=1[C:15]([NH:14][C:8]1[CH:9]=[CH:10][CH:11]=[C:12]2[C:7]=1[N:6]=[CH:5][C:4]([C:1](=[N:26][OH:27])[CH3:2])=[CH:13]2)=[O:24] |f:1.2,3.4|. Yields the product ClC1=C(C(=O)NC=2C=CC=C3C=C(C=NC23)C(C)=NO)C(=CC=C1)Cl (8-(2,6-dichlorobenzoylamino)-3-(1-hydroxyiminoethyl)quinoline). Reactants: O (water), C(C)(=O)C=1C=NC2=C(C=CC=C2C1)NC(C1=C(C=CC=C1Cl)Cl)=O (3-acetyl-8-(2,6-dichlorobenzoylamino)quinoline), Cl.NO (hydroxylamine hydrochloride), C([O-])(O)=O.[Na+] (sodium bicarbonate). Starting materials: O=C([O-])O, ClCCl, COc1c(OCCOCC(F)(F)F)ccnc1[SH](C)c1nc2ccccc2[nH]1, O=C(OO)c1cccc(Cl)c1, [Na+]. Product: COc1c(OCCOCC(F)(F)F)ccnc1[SH](C)(=O)c1nc2ccccc2[nH]1. RXN SMILES: [C:40](=[O:41])([OH:42])[O-:43].[CH2:45]([Cl:46])[Cl:47].[CH3:12][O:13][c:14]1[c:15]([SH:29]([CH3:30])[c:31]2[n:32][c:33]3[c:34]([nH:35]2)[cH:36][cH:37][cH:38][cH:39]3)[n:16][cH:17][cH:18][c:19]1[O:20][CH2:21][CH2:22][O:23][CH2:24][C:25]([F:26])([F:27])[F:28].[Cl:1][c:2]1[cH:3][cH:4][cH:5][c:6]([C:7]([O:8][OH:10])=[O:9])[cH:11]1.[Na+:44]>>[O:9]=[SH:29]([c:15]1[c:14]([O:13][CH3:12])[c:19]([O:20][CH2:21][CH2:22][O:23][CH2:24][C:25]([F:26])([F:27])[F:28])[cH:18][cH:17][n:16]1)([CH3:30])[c:31]1[nH:32][c:33]2[c:34]([n:35]1)[cH:36][cH:37][cH:38][cH:39]2. Starting materials: CC=1OC(=C(C1C(=O)O)C)C (2,4,5-trimethyl-3-furancarboxylic acid), S(=O)(Cl)Cl (thionyl chloride). Solvent: C1(=CC=CC=C1)C (toluene). Yields the product CC=1OC(=C(C1C(=O)Cl)C)C (2,4,5-Trimethyl-3-furancarbonyl chloride). RXN SMILES: [CH3:1][C:2]1[O:3][C:4]([CH3:11])=[C:5]([CH3:10])[C:6]=1[C:7](O)=[O:8].S(Cl)([Cl:14])=O>C1(C)C=CC=CC=1>[CH3:1][C:2]1[O:3][C:4]([CH3:11])=[C:5]([CH3:10])[C:6]=1[C:7]([Cl:14])=[O:8]. Procedure: 2,4,5-Trimethyl-3-furancarbonyl chloride was prepared by refluxing 2,4,5-trimethyl-3-furancarboxylic acid (20.0 g) with thionyl chloride (20 ml) in toluene (75 ml) for 3 hours. The toluene and excess thionyl chloride were removed on a rotary evaporator and the residue distilled (b.p. 95°-97° C. at ca. 12 mm).